From a dataset of the Open Reaction Database (ORD), a public repository of structured organic reaction records. describe an organic reaction: reactants, conditions, products, and yield Reactants: CC1=NOC(=C1C1=CC(=C(C=C1)[N+](=O)[O-])[N+](=O)[O-])C (1-(3,5-dimethylisoxazol-4-yl)-3,4-dinitrobenzene), N1C=CC2=CC=C(C=C12)NC(=O)C1=CC=C(C=O)C=C1 (4-(6-indolylaminocarbonyl)benzaldehyde). Yields the product CC1=NOC(=C1C=1C=CC2=C(NC(=N2)C2=CC=C(C(=O)NC3=CC=C4C=CNC4=C3)C=C2)C1)C (4-(6-(3,5-Dimethylisoxazol-4-yl)-1H-benzo[d]imidazol-2-yl)-N-(1H-indol-6-yl)benzamide). As a reaction SMILES: [CH3:1][C:2]1[C:6]([C:7]2[CH:12]=[CH:11][C:10]([N+:13]([O-])=O)=[C:9]([N+:16]([O-])=O)[CH:8]=2)=[C:5]([CH3:19])[O:4][N:3]=1.[NH:20]1[C:28]2[C:23](=[CH:24][CH:25]=[C:26]([NH:29][C:30]([C:32]3[CH:39]=[CH:38][C:35]([CH:36]=O)=[CH:34][CH:33]=3)=[O:31])[CH:27]=2)[CH:22]=[CH:21]1>>[CH3:1][C:2]1[C:6]([C:7]2[CH:12]=[CH:11][C:10]3[N:13]=[C:36]([C:35]4[CH:34]=[CH:33][C:32]([C:30]([NH:29][C:26]5[CH:27]=[C:28]6[C:23]([CH:22]=[CH:21][NH:20]6)=[CH:24][CH:25]=5)=[O:31])=[CH:39][CH:38]=4)[NH:16][C:9]=3[CH:8]=2)=[C:5]([CH3:19])[O:4][N:3]=1. Procedure: Compound 651 was prepared according to the procedure similar to that described in Scheme III from 1-(3,5-dimethylisoxazol-4-yl)-3,4-dinitrobenzene and 4-(6-indolylaminocarbonyl)benzaldehyde. [M+H]+ calcd for C27H21N5O2: 448.17; found: 447.97. Reactants: CC(C)(C)[Si](C)(C)OCCBr, CN(C)C=O, [H-], [Na+], Oc1cccc(C2=NC(c3ccccc3)CO2)c1. Yields the product CC(C)(C)[Si](C)(C)OCCOc1cccc(C2=NC(c3ccccc3)CO2)c1. RXN SMILES: [Br:21][CH2:22][CH2:23][O:24][Si:25]([CH3:26])([CH3:27])[C:28]([CH3:29])([CH3:30])[CH3:31].[CH3:32][N:33]([CH3:34])[CH:35]=[O:36].[H-:19].[Na+:20].[OH:1][c:2]1[cH:3][c:4]([C:8]2=[N:12][CH:11]([c:13]3[cH:14][cH:15][cH:16][cH:17][cH:18]3)[CH2:10][O:9]2)[cH:5][cH:6][cH:7]1>>[O:1]([c:2]1[cH:3][c:4]([C:8]2=[N:12][CH:11]([c:13]3[cH:14][cH:15][cH:16][cH:17][cH:18]3)[CH2:10][O:9]2)[cH:5][cH:6][cH:7]1)[CH2:22][CH2:23][O:24][Si:25]([CH3:26])([CH3:27])[C:28]([CH3:29])([CH3:30])[CH3:31]. The reactants are C(O)([O-])=O.[Na+] (sodium hydrogencarbonate), crude product, C(C)C1(CCC(CC1)C1=C(C=CC(=C1)N1C[C@@H](CC1)OC)N1CCNCC1)CC ((R)-1-[2-(4,4-diethylcyclohexyl)-4-(3-methoxypyrrolidin-1-yl)phenyl]piperazine), C(CCC)=O (butyraldehyde), C(C)(=O)O[BH-](OC(C)=O)OC(C)=O.[Na+] (sodium triacetoxyborohydride), C(C)(=O)O (acetic acid). Run in C(C)(=O)OCC (Ethyl acetate), C(C)(=O)OCC (ethyl acetate), O1CCCC1 (tetrahydrofuran). Conditions: time 1 hour. Yields the product C(CCC)N1CCN(CC1)C1=C(C=C(C=C1)N1C[C@@H](CC1)OC)C1CCC(CC1)(CC)CC ((R)-1-butyl-4-[2-(4,4-diethylcyclohexyl)-4-(3-methoxypyrrolidin-1-yl)phenyl]piperazine). Yield: 93.2%. RXN SMILES: [CH2:1]([C:3]1([CH2:28][CH3:29])[CH2:8][CH2:7][CH:6]([C:9]2[CH:14]=[C:13]([N:15]3[CH2:19][CH2:18][C@@H:17]([O:20][CH3:21])[CH2:16]3)[CH:12]=[CH:11][C:10]=2[N:22]2[CH2:27][CH2:26][NH:25][CH2:24][CH2:23]2)[CH2:5][CH2:4]1)[CH3:2].[CH:30](=O)[CH2:31][CH2:32][CH3:33].C(O[BH-](OC(=O)C)OC(=O)C)(=O)C.[Na+].C(O)(=O)C.C(=O)([O-])O.[Na+]>C(OCC)(=O)C.O1CCCC1>[CH2:30]([N:25]1[CH2:24][CH2:23][N:22]([C:10]2[CH:11]=[CH:12][C:13]([N:15]3[CH2:19][CH2:18][C@@H:17]([O:20][CH3:21])[CH2:16]3)=[CH:14][C:9]=2[CH:6]2[CH2:7][CH2:8][C:3]([CH2:1][CH3:2])([CH2:28][CH3:29])[CH2:4][CH2:5]2)[CH2:27][CH2:26]1)[CH2:31][CH2:32][CH3:33] |f:2.3,5.6|. Reported procedure: To a mixture of the crude product of (R)-1-[2-(4,4-diethylcyclohexyl)-4-(3-methoxypyrrolidin-1-yl)phenyl]piperazine produced in Example (98b) (160 mg), butyraldehyde (0.052 mL, 0.584 mmol) and tetrahydrofuran (7 mL) were added sodium triacetoxyborohydride (164 mg, 0.774 mmol) and acetic acid (0.022 mL, 0.384 mmol) in that order, followed by stirring for 1 hour at room temperature. Ethyl acetate and saturated aqueous solution of sodium hydrogencarbonate were added to the reaction mixture and extr... The reactants are BrC=1C=C(C(=C(C1)OC1=C(C=CC(=C1F)C)Cl)Cl)F (2-[(5-bromo-2-chloro-3-fluorophenyl)oxy]-1-chloro-3-fluoro-4-methylbenzene), C1CC(=O)N(C1=O)Br (NBS). Reagents/catalysts: CC(C)(C#N)N=NC(C)(C)C#N (AIBN). Solvent: C(Cl)(Cl)(Cl)Cl (carbon tetrachloride). Yields the product BrC=1C=C(C(=C(C1)OC1=C(C=CC(=C1F)CBr)Cl)Cl)F (2-[(5-bromo-2-chloro-3-fluorophenyl)oxy]-4-(bromomethyl)-1-chloro-3-fluorobenzene). Yield: 62.4%. Reaction SMILES: [Br:1][C:2]1[CH:3]=[C:4]([F:19])[C:5]([Cl:18])=[C:6]([O:8][C:9]2[C:14]([F:15])=[C:13]([CH3:16])[CH:12]=[CH:11][C:10]=2[Cl:17])[CH:7]=1.C1C(=O)N([Br:27])C(=O)C1>C(Cl)(Cl)(Cl)Cl.CC(N=NC(C#N)(C)C)(C#N)C>[Br:1][C:2]1[CH:3]=[C:4]([F:19])[C:5]([Cl:18])=[C:6]([O:8][C:9]2[C:14]([F:15])=[C:13]([CH2:16][Br:27])[CH:12]=[CH:11][C:10]=2[Cl:17])[CH:7]=1. Reported procedure: 2-[(5-bromo-2-chloro-3-fluorophenyl)oxy]-1-chloro-3-fluoro-4-methylbenzene (13.25 g, 36.0 mmol) and NBS (6.41 g, 36.0 mmol) were combined in carbon tetrachloride (150 mL) with a catalytic amount of AIBN (0.296 g, 1.800 mmol) and stirred at reflux for 16 h. The reaction mixture was washed with water, dried over MgSO4, filtered and concentrated to dryness. The residue was purified by chromatography on 330 g silica gel eluted with 0 to 10% Et2O in hexanes to give the desired product, 2-[(5-bromo-2-... The reactants are BrC=1C=C(C=C(C1OCC1=CC=C(C=C1)OC)Br)C1=NOC(=N1)C(=O)OCC (Ethyl 3-(3,5-dibromo-4-(4-methoxybenzyloxy)phenyl)-1,2,4-oxadiazole-5-carboxylate), FC(C=1C=C(CN)C=CC1)(F)F (3-(trifluoromethyl)benzylamine). Solvent: C(C)O (ethanol). The product is BrC=1C=C(C=C(C1OCC1=CC=C(C=C1)OC)Br)C1=NOC(=N1)C(=O)NCC1=CC(=CC=C1)C(F)(F)F (3-(3,5-Dibromo-4-(4-methoxybenzyloxy)phenyl)-N-(3-(trifluoromethyl)benzyl)-1,2,4-oxadiazole-5-carboxamide). Isolated yield 9.7%. As a reaction SMILES: [Br:1][C:2]1[CH:3]=[C:4]([C:19]2[N:23]=[C:22]([C:24](OCC)=[O:25])[O:21][N:20]=2)[CH:5]=[C:6]([Br:18])[C:7]=1[O:8][CH2:9][C:10]1[CH:15]=[CH:14][C:13]([O:16][CH3:17])=[CH:12][CH:11]=1.[F:29][C:30]([F:40])([F:39])[C:31]1[CH:32]=[C:33]([CH:36]=[CH:37][CH:38]=1)[CH2:34][NH2:35]>C(O)C>[Br:18][C:6]1[CH:5]=[C:4]([C:19]2[N:23]=[C:22]([C:24]([NH:35][CH2:34][C:33]3[CH:36]=[CH:37][CH:38]=[C:31]([C:30]([F:29])([F:39])[F:40])[CH:32]=3)=[O:25])[O:21][N:20]=2)[CH:3]=[C:2]([Br:1])[C:7]=1[O:8][CH2:9][C:10]1[CH:15]=[CH:14][C:13]([O:16][CH3:17])=[CH:12][CH:11]=1. Procedure details: Ethyl 3-(3,5-dibromo-4-(4-methoxybenzyloxy)phenyl)-1,2,4-oxadiazole-5-carboxylate (2.6 g, 50 mmol) was heated at reflux with 3-(trifluoromethyl)benzylamine (1.75 g, 100 mmol) in ethanol (30 mL) for 7 h. The mixture was cooled and filtered. The solid was washed with cold ethanol and dried to give the title compound (3.1 g) as a colourless powder. 1H NMR δ (ppm) (DMSO-d6): 3.81 (3H, s), 4.62 (2H, d), 5.04 (2H, s), 6.99 (2H, d), 7.51 (2H, d), 7.61-7.73 (3H, m), 7.79 (1H, s), 8.31 (2H, s), 10.11 (1H... The reactants are C=1(C(=CC=CC1)P(OC)(=O)OC)C1=CC=CC=C1 (dimethyl biphenyl-2-phosphonate), C1(=CC=C(C=C1)P(OC)(=O)OC)C1=CC=CC=C1 (dimethyl biphenyl-4-phosphonate). The product is C1(=CC=CC=C1)C1=CC=CC=C1 (biphenyl), mixture. Yield: 81.0%. As a reaction SMILES: [C:1]1([C:13]2[CH:18]=[CH:17][CH:16]=[CH:15][CH:14]=2)[C:2](P(OC)(=O)OC)=[CH:3][CH:4]=[CH:5][CH:6]=1.C1(C2C=CC=CC=2)C=CC(P(OC)(=O)OC)=CC=1>>[C:1]1([C:13]2[CH:14]=[CH:15][CH:16]=[CH:17][CH:18]=2)[CH:2]=[CH:3][CH:4]=[CH:5][CH:6]=1. Reported procedure: After electrolysis, the crude electrolyte contains 3.5% of educt, 27.6% of dimethyl biphenyl-2-phosphonate and 32% of dimethyl biphenyl-4-phosphonate (in % by area), and is worked up analogously to Example 4. Distillation gives 1.25 g of biphenyl and 19.44 g (81%) of a mixture of the products. The current efficiency is 46%. The reactants are Cl[Sn]Cl.O (SnCl2.H2O), CC(C)OC1=CC=C(N)C=C1 (4-(propan-2-yloxy)aniline), N(=O)[O-].[Na+] (sodium nitrite). Run in Cl (hydrochloric acid), Cl (hydrochloric acid), O (water). Reaction conditions: temperature 2.5 celsius, time 1 hour. Product: Cl.C(C)(C)OC1=CC=C(C=C1)NN ((4-isopropoxyphenyl)hydrazine hydrochloride). Isolated yield 70.1%. RXN SMILES: [CH3:1][CH:2]([O:4][C:5]1[CH:11]=[CH:10][C:8]([NH2:9])=[CH:7][CH:6]=1)[CH3:3].[N:12]([O-])=O.[Na+].[Cl:16][Sn]Cl.O>Cl.O>[ClH:16].[CH:2]([O:4][C:5]1[CH:11]=[CH:10][C:8]([NH:9][NH2:12])=[CH:7][CH:6]=1)([CH3:1])[CH3:3] |f:1.2,3.4,7.8|. Procedure: To a stirred solution of 4-(propan-2-yloxy)aniline (5.0 g, 33.07 mmol, 1.00 equiv) in 2N hydrochloric acid (35 mL) at 0° C. was added dropwise a solution of sodium nitrite (2.4 g, 34.78 mmol, 1.05 equiv) in water (8 mL). The reaction mixture was stirred at 0-5° C. for 1 h. A solution of SnCl2.H2O (15 g, 66.37 mmol, 2.01 equiv) in 12N hydrochloric acid (20 mL) was then added dropwise at 0-5° C. The resulting mixture was stirred at room temperature overnight. The precipitates was collected by filt...